This data is from the Open Reaction Database (ORD), a public repository of structured organic reaction records. The task is: describe an organic reaction: reactants, conditions, products, and yield Reactants: COC(=O)C1CSC2=CC=CC=C2C1=O (4Oxo-3-thiochromancarboxylic acid methyl ester), ClC1=CC=C(C=C1)NN (p-chlorophenylhydrazine). Run in C(C)(=O)O (acetic acid). Reaction conditions: temperature 115 celsius, time 20 minute. The product is ClC1=CC=C(C=C1)N1NC2=C(C1=O)CSC1=C2C=CC=C1 (2-(4-Chlorophenyl)-1,2,3,4-tetrahydro-[1]benzothiopyrano[4,3-c]pyrazol-3-on). RXN SMILES: CO[C:3]([CH:5]1[C:14](=O)[C:13]2[C:8](=[CH:9][CH:10]=[CH:11][CH:12]=2)[S:7][CH2:6]1)=[O:4].[Cl:16][C:17]1[CH:22]=[CH:21][C:20]([NH:23][NH2:24])=[CH:19][CH:18]=1>C(O)(=O)C>[Cl:16][C:17]1[CH:22]=[CH:21][C:20]([N:23]2[C:3](=[O:4])[C:5]3[CH2:6][S:7][C:8]4[CH:9]=[CH:10][CH:11]=[CH:12][C:13]=4[C:14]=3[NH:24]2)=[CH:19][CH:18]=1. Procedure: 4Oxo-3-thiochromancarboxylic acid methyl ester (10.4 g., 0.047 mole), [prepared by the method of Moriwake, J. Med. Chem. 9, 163 (1966)], was added to a round bottom flask containing p-chlorophenylhydrazine (7.4 g., 0.052 mole) and 3 ml. of glacial acetic acid. After stirring to obtain a homogeneous mixture, the reaction mixture was heated under nitrogen at an oil bath temperature of 115° C. The reaction mixture quickly liquefied and then turned to a yellow solid. Heating was continued at 115° C.... Starting materials: C1(CCCCC1)C1=CC=C(OC[C@@H]2CN=C(O2)N)C=C1 ((S)-5-(4-cyclohexyl-phenoxymethyl)-4,5-dihydro-oxazol-2-ylamine), C(C#CCC)(=O)OCC (ethyl 2-pentynoate), C1[C@@H](O1)CCl (R-epichlorohydrin), C1(CCCCC1)C1=CC=C(C=C1)O (4-cyclohexylphenol). Run in C(C)O (ethanol). Product: C1(CCCCC1)C1=CC=C(OC[C@@H]2CN3C(=NC(C=C3CC)=O)O2)C=C1 ((S)-2-(4-cyclohexyl-phenoxymethyl)-5-ethyl-2,3-dihydro-oxazolo[3,2-a]pyrimidin-7-one). As a reaction SMILES: [CH:1]1([C:7]2[CH:20]=[CH:19][C:10]([O:11][CH2:12][C@H:13]3[O:17][C:16]([NH2:18])=[N:15][CH2:14]3)=[CH:9][CH:8]=2)[CH2:6][CH2:5][CH2:4][CH2:3][CH2:2]1.C1O[C@H]1CCl.[CH:26]1([C:32]2C=C[C:35]([OH:38])=[CH:34][CH:33]=2)CCCCC1.C(OCC)(=O)C#CCC>C(O)C>[CH:1]1([C:7]2[CH:20]=[CH:19][C:10]([O:11][CH2:12][C@H:13]3[O:17][C:16]4=[N:18][C:35](=[O:38])[CH:34]=[C:33]([CH2:32][CH3:26])[N:15]4[CH2:14]3)=[CH:9][CH:8]=2)[CH2:2][CH2:3][CH2:4][CH2:5][CH2:6]1. Procedure: To a solution of (S)-5-(4-cyclohexyl-phenoxymethyl)-4,5-dihydro-oxazol-2-ylamine (1.0 g, 3.64 mmol), prepared in accordance with the procedures as set forth in Steps 1 and 2 of Example 1 and starting from R-epichlorohydrin and 4-cyclohexylphenol, in ethanol (18.2 mL) was added ethyl 2-pentynoate (0.92 g, 7.28 mmol). The reaction mixture was heated at reflux for 14 hrs and then gradually cooled to room temperature. The resulting crystalline solid was isolated by filtration, washed with heptane 3 ... Reported procedure: A solution of 0.41 g of 2-chloro-4-(o-chlorophenyl)-6H-thieno[3,2-f]-s-triazolo[4,3-a][1,4]diazepine-9-carboxylic acid ethyl ester in 6.5 ml of absolute tetrahydrofuran is added dropwise with ice-cooling and stirring to a suspension of (0.078 g) of lithium aluminium hydride in 5 ml of absolute tetrahydrofuran. After stirring for 1 hour at 5° C., there is added dropwise 0.8 ml of 0.5-N sodium hydroxide. After filtration of the solid material, the solvent is evaporated and the residue taken up in ... Starting materials: [H-].[Al+3].[Li+].[H-].[H-].[H-] (lithium aluminium hydride), C(C)OC(=O)C1=NN=C2N1C1=C(C(=NC2)C2=C(C=CC=C2)Cl)C=C(S1)Cl (2-chloro-4-(o-chlorophenyl)-6H-thieno[3,2-f]-s-triazolo[4,3-a][1,4]diazepine-9-carboxylic acid ethyl ester), 0.5-N, [OH-].[Na+] (sodium hydroxide). The solvent is O1CCCC1 (tetrahydrofuran), O1CCCC1 (tetrahydrofuran). The product is ClC1=CC=2C(=NCC=3N(C2S1)C(=NN3)CO)C3=C(C=CC=C3)Cl (2-chloro-4-(o-chlorophenyl)-6H-thieno[3,2-f]-s-triazolo[4,3-a][1,4]diazepine-9-methanol). RXN SMILES: C([O:3][C:4]([C:6]1[N:10]2[C:11]3[S:25][C:24]([Cl:26])=[CH:23][C:12]=3[C:13]([C:16]3[CH:21]=[CH:20][CH:19]=[CH:18][C:17]=3[Cl:22])=[N:14][CH2:15][C:9]2=[N:8][N:7]=1)=O)C.[H-].[Al+3].[Li+].[H-].[H-].[H-].[OH-].[Na+]>O1CCCC1>[Cl:26][C:24]1[S:25][C:11]2[N:10]3[C:6]([CH2:4][OH:3])=[N:7][N:8]=[C:9]3[CH2:15][N:14]=[C:13]([C:16]3[CH:21]=[CH:20][CH:19]=[CH:18][C:17]=3[Cl:22])[C:12]=2[CH:23]=1 |f:1.2.3.4.5.6,7.8|. Conditions: temperature 5 celsius, time 1 hour.